The task is: describe an organic reaction: reactants, conditions, products, and yield. This data is from the Open Reaction Database (ORD), a public repository of structured organic reaction records. Starting materials: CCOC(=O)CP(=O)(OCC)OCC, COc1ccc2c(cc3n2CCC3=O)c1C, [Cl-], [H-], [NH4+], [Na+], CN(C)C=O. The product is CCOC(=O)C=C1CCn2c1cc1c(C)c(OC)ccc12. RXN SMILES: [CH2:1]([O:2][P:3]([O:4][CH2:5][CH3:6])(=[O:7])[CH2:9][C:10](=[O:11])[O:12][CH2:13][CH3:14])[CH3:8].[CH3:17][O:18][c:19]1[c:20]([CH3:32])[c:21]2[cH:22][c:23]3[n:24]([c:25]2[cH:26][cH:27]1)[CH2:28][CH2:29][C:30]3=[O:31].[Cl-:33].[H-:15].[NH4+:34].[Na+:16].[O:35]=[CH:36][N:37]([CH3:38])[CH3:39]>>[CH:9]([C:10](=[O:11])[O:12][CH2:13][CH3:14])=[C:30]1[c:23]2[cH:22][c:21]3[c:20]([CH3:32])[c:19]([O:18][CH3:17])[cH:27][cH:26][c:25]3[n:24]2[CH2:28][CH2:29]1. Starting materials: FC(C(=O)NCC(=O)C1=C(C=C(C=C1)C(C)C)O)(F)F (2,2,2-trifluoro-N-[2-(2-hydroxy-4-isopropylphenyl)-2-oxoethyl]acetamide), C(C)[SiH](CC)CC (triethylsilane), FC(C(=O)O)(F)F (trifluoroacetic acid). Run at time 13 hour. Product: C(C)OC(COC1=C(C=CC(=C1)C(C)C)CCNC(C(F)(F)F)=O)=O (ethyl[5-isopropyl-2-[2-(2,2,2-trifluoroacetylamino)ethyl]phenoxy]acetate). As a reaction SMILES: [F:1][C:2]([F:20])([F:19])[C:3]([NH:5][CH2:6][C:7]([C:9]1[CH:14]=[CH:13][C:12]([CH:15]([CH3:17])[CH3:16])=[CH:11][C:10]=1[OH:18])=O)=[O:4].[CH2:21]([SiH](CC)CC)[CH3:22].F[C:29](F)(F)[C:30]([OH:32])=[O:31]>>[CH2:21]([O:32][C:30](=[O:31])[CH2:29][O:18][C:10]1[CH:11]=[C:12]([CH:15]([CH3:17])[CH3:16])[CH:13]=[CH:14][C:9]=1[CH2:7][CH2:6][NH:5][C:3](=[O:4])[C:2]([F:20])([F:19])[F:1])[CH3:22]. Procedure: To a solution of 500 mg of 2,2,2-trifluoro-N-[2-(2-hydroxy-4-isopropylphenyl)-2-oxoethyl]acetamide in 2.63 mL of trifluoroacetic acid was added 0.94 mL of triethylsilane. After being stirred at room temperature for 13 hours, the reaction mixture was concentrated and dried thoroughly. The obtained residue and 382 mg of potassium carbonate were suspended in 10 mL of N,N-dimethylformamide, and 0.288 mL of ethyl bromoacetate was added to the stirred mixture under ice-cooling. The mixture was stirred... The reactants are C(C1=CC=CC=C1)N1CC2C=3C=CC=C(C3C(C1)C2)I (10-Benzyl-3-iodo-10-aza-tricyclo[6.3.1.02,7]dodeca-2(7),3,5-triene), C(C)O.O (ethanol H2O), C(C)(=O)[O-].[K+] (potassium acetate), C1(=CC=CC=C1)B(O)O (phenyl boronic acid). The reagents and catalysts are C=1C=CC(=CC1)[P](C=2C=CC=CC2)(C=3C=CC=CC3)[Pd]([P](C=4C=CC=CC4)(C=5C=CC=CC5)C=6C=CC=CC6)([P](C=7C=CC=CC7)(C=8C=CC=CC8)C=9C=CC=CC9)[P](C=1C=CC=CC1)(C=1C=CC=CC1)C=1C=CC=CC1 (tetrakis(triphenylphosphine)palladium(0)). Run in O (H2O). Conditions: temperature 90 celsius. Yields the product C(C1=CC=CC=C1)N1CC2C=3C=CC=C(C3C(C1)C2)C2=CC=CC=C2 (10-Benzyl-3-phenyl-10-aza-tricyclo[6.3.1.02,7]dodeca-2(7),3,5-triene). Isolated yield 55.3%. RXN SMILES: [CH2:1]([N:8]1[CH2:18][CH:17]2[CH2:19][CH:10]([C:11]3[CH:12]=[CH:13][CH:14]=[C:15](I)[C:16]=32)[CH2:9]1)[C:2]1[CH:7]=[CH:6][CH:5]=[CH:4][CH:3]=1.C([O-])(=O)C.[K+].[C:26]1(B(O)O)[CH:31]=[CH:30][CH:29]=[CH:28][CH:27]=1.C(O)C.O>O.C1C=CC([P]([Pd]([P](C2C=CC=CC=2)(C2C=CC=CC=2)C2C=CC=CC=2)([P](C2C=CC=CC=2)(C2C=CC=CC=2)C2C=CC=CC=2)[P](C2C=CC=CC=2)(C2C=CC=CC=2)C2C=CC=CC=2)(C2C=CC=CC=2)C2C=CC=CC=2)=CC=1>[CH2:1]([N:8]1[CH2:18][CH:17]2[CH2:19][CH:10]([C:11]3[CH:12]=[CH:13][CH:14]=[C:15]([C:26]4[CH:31]=[CH:30][CH:29]=[CH:28][CH:27]=4)[C:16]=32)[CH2:9]1)[C:2]1[CH:7]=[CH:6][CH:5]=[CH:4][CH:3]=1 |f:1.2,4.5,^1:43,45,64,83|. Reported procedure: (For a discussion, see: Miyaura, N.; Suzuki, A. Chem. Rev. 1995, 95, 2457-2483.) 10-Benzyl-3-iodo-10-aza-tricyclo[6.3.1.02,7]dodeca-2(7),3,5-triene (375.3 mg, 1.0 mmol), potassium acetate (785 mg, 8.0 mmol) and phenyl boronic acid (183 mg, 1.5 mmol) were combined in 10/1 ethanol/H2O (5 mL). The mixture was degassed (3 vacuum/N2 cycles), treated with tetrakis(triphenylphosphine)palladium(0) (57.5 mg, 0.05 mmol) and warmed to 90° C. for 18 h. The reaction was cooled, diluted with H2O and extracted... Reactants: P(=O)(Cl)(Cl)Cl (phosphoryl chloride), COCCOC (1,2-dimethoxyethane), CC=1N(C(=CC1)C)CCNC(C)=O (N-(2-(2,5-dimethyl-1H-pyrrolyl)ethyl)acetamide), [OH-].[Na+] (sodium hydroxide). Solvent: CN(C=O)C (dimethyl formamide), O (water). Conditions: temperature 0 celsius, time 30 minute. Product: C(=O)C1=C(N(C(=C1)C)CCNC(C)=O)C (N-(2-(3-formyl-2,5-dimethyl-1H-pyrrolyl)ethyl)acetamide). Reaction SMILES: P(Cl)(Cl)(Cl)=O.[CH3:6][O:7]CCOC.[CH3:12][C:13]1[N:14]([CH2:19][CH2:20][NH:21][C:22](=[O:24])[CH3:23])[C:15]([CH3:18])=[CH:16][CH:17]=1.[OH-].[Na+]>O.CN(C)C=O>[CH:6]([C:16]1[CH:17]=[C:13]([CH3:12])[N:14]([CH2:19][CH2:20][NH:21][C:22](=[O:24])[CH3:23])[C:15]=1[CH3:18])=[O:7] |f:3.4|. Reported procedure: 123 ml (1.34 mol) of phosphoryl chloride are added dropwise in the course of 30 minutes at 0° C. to 750 ml of 1,2-dimethoxyethane and 109 ml of dimethyl formamide. The mixture is stirred for a further 30 minutes at 0° C., and, in the course of 45 minutes at 0° C., 180 g (1 mol) of N-(2-(2,5-dimethyl-1H-pyrrolyl)ethyl)acetamide are introduced. After 10 minutes at 0° C., the mixture is allowed to warm to 10° C., stirred for 1 h at 10° C. and hydrolysed by pouring in a solution of 250 g of sodium h... The reactants are CC1(OCCO1)C1=CC=C(S1)CN1N=C(C=C1)N (1-[5-(2-methyl-[1,3]dioxolan-2-yl)-thiophen-2-ylmethyl]-1H-pyrazol-3-ylamine), CC=1OC(=C(N1)C(=O)O)C1=CC(=CC=C1)OC(F)(F)F (2-methyl-5-(3-trifluoromethoxy-phenyl)-oxazole-4-carboxylic acid), 05c. Yields the product C(C)(=O)C1=CC=C(S1)CN1N=C(C=C1)NC(=O)C=1N=C(OC1C1=CC(=CC=C1)OC(F)(F)F)C (2-Methyl-5-(3-trifluoromethoxy-phenyl)-oxazole-4-carboxylic acid [1-(5-acetyl-thiophen-2-ylmethyl)-1H-pyrazol-3-yl]-amide). RXN SMILES: [CH3:1][C:2]1([C:7]2[S:11][C:10]([CH2:12][N:13]3[CH:17]=[CH:16][C:15]([NH2:18])=[N:14]3)=[CH:9][CH:8]=2)[O:6]CCO1.[CH3:19][C:20]1[O:21][C:22]([C:28]2[CH:33]=[CH:32][CH:31]=[C:30]([O:34][C:35]([F:38])([F:37])[F:36])[CH:29]=2)=[C:23]([C:25](O)=[O:26])[N:24]=1>>[C:2]([C:7]1[S:11][C:10]([CH2:12][N:13]2[CH:17]=[CH:16][C:15]([NH:18][C:25]([C:23]3[N:24]=[C:20]([CH3:19])[O:21][C:22]=3[C:28]3[CH:33]=[CH:32][CH:31]=[C:30]([O:34][C:35]([F:37])([F:36])[F:38])[CH:29]=3)=[O:26])=[N:14]2)=[CH:9][CH:8]=1)(=[O:6])[CH3:1]. Reported procedure: Following general procedure X followed by C, starting from 1-[5-(2-methyl-[1,3]dioxolan-2-yl)-thiophen-2-ylmethyl]-1H-pyrazol-3-ylamine and 2-methyl-5-(3-trifluoromethoxy-phenyl)-oxazole-4-carboxylic acid. LC-MS-conditions 05c: tR=0.83 min; [M+H]+=492.2. Starting materials: CCOP(=O)(CCBr)OCC, Cc1ccc(NC(=O)c2ccc(CN3CCNCC3)cc2)cc1Nc1nccc(-c2cccnc2)n1, [K+], [K+], O=C([O-])[O-], CN(C)C=O. The product is CCOP(=O)(CCN1CCN(Cc2ccc(C(=O)Nc3ccc(C)c(Nc4nccc(-c5cccnc5)n4)c3)cc2)CC1)OCC. As a reaction SMILES: [Br:37][CH2:38][CH2:39][P:40]([O:41][CH2:42][CH3:43])([O:44][CH2:45][CH3:46])=[O:47].[CH3:1][c:2]1[c:3]([NH:24][c:25]2[n:26][cH:27][cH:28][c:29](-[c:31]3[cH:32][n:33][cH:34][cH:35][cH:36]3)[n:30]2)[cH:4][c:5]([NH:8][C:9]([c:10]2[cH:11][cH:12][c:13]([CH2:16][N:17]3[CH2:18][CH2:19][NH:20][CH2:21][CH2:22]3)[cH:14][cH:15]2)=[O:23])[cH:6][cH:7]1.[K+:48].[K+:49].[O-:50][C:51]([O-:52])=[O:53].[O:54]=[CH:55][N:56]([CH3:57])[CH3:58]>>[CH3:1][c:2]1[c:3]([NH:24][c:25]2[n:26][cH:27][cH:28][c:29](-[c:31]3[cH:32][n:33][cH:34][cH:35][cH:36]3)[n:30]2)[cH:4][c:5]([NH:8][C:9]([c:10]2[cH:11][cH:12][c:13]([CH2:16][N:17]3[CH2:18][CH2:19][N:20]([CH2:38][CH2:39][P:40]([O:41][CH2:42][CH3:43])([O:44][CH2:45][CH3:46])=[O:47])[CH2:21][CH2:22]3)[cH:14][cH:15]2)=[O:23])[cH:6][cH:7]1. Starting materials: FC(C(=O)[O-])(F)F.FC1=CC=C(C=C1)C(CC(=O)O)C1=CNC2=CC(=CC=C12)OCCCN(CC1=CC=CC=C1)C1=[NH+]C=CC=C1 (3-(4-Fluorophenyl)-3-{6-[3-(N-benzylpyridinium-2-ylamino)propoxy]indol-3-yl}propionic acid trifluoroacetate), C(O)([O-])=O.[Na+] (sodium hydrogen carbonate). The reagents and catalysts are [Pd] (palladium). Solvent: CC(=O)C (acetone). Run at time 10 hour. Product: FC1=CC=C(C=C1)C(CC(=O)O)C1=CNC2=CC(=CC=C12)OCCCNC1=NC=CC=C1 (3-(4-fluorophenyl)-3-{6-[3-(pyridin-2-ylamino)propoxy]indol-3-yl}propionic acid). Reaction SMILES: FC(F)(F)C([O-])=O.[F:8][C:9]1[CH:14]=[CH:13][C:12]([CH:15]([C:20]2[C:28]3[C:23](=[CH:24][C:25]([O:29][CH2:30][CH2:31][CH2:32][N:33]([C:41]4[CH:46]=[CH:45][CH:44]=[CH:43][NH+:42]=4)CC4C=CC=CC=4)=[CH:26][CH:27]=3)[NH:22][CH:21]=2)[CH2:16][C:17]([OH:19])=[O:18])=[CH:11][CH:10]=1.C(=O)([O-])O.[Na+]>CC(C)=O.[Pd]>[F:8][C:9]1[CH:10]=[CH:11][C:12]([CH:15]([C:20]2[C:28]3[C:23](=[CH:24][C:25]([O:29][CH2:30][CH2:31][CH2:32][NH:33][C:41]4[CH:46]=[CH:45][CH:44]=[CH:43][N:42]=4)=[CH:26][CH:27]=3)[NH:22][CH:21]=2)[CH2:16][C:17]([OH:19])=[O:18])=[CH:13][CH:14]=1 |f:0.1,2.3|. Reported procedure: 60 mg (94 μmol) of 26 are dissolved in 5 ml of acetone and hydrogenated for 10 hours at RT and atmospheric pressure in the presence of 40 mg (0.48 mmol) of sodium hydrogen carbonate and 20 mg of palladium/activated carbon (10%). Removal of the catalyst by filtration and evaporation of the solution gives 3-(4-fluorophenyl)-3-{6-[3-(pyridin-2-ylamino)propoxy]indol-3-yl}propionic acid. Preparative HPLC on RP-18 gives 3-(4-fluorophenyl)-3-{6-[3-(pyridin-2-ylamino)propoxy]indol-3-yl}propionic acid tr...